This data is from the Open Reaction Database (ORD), a public repository of structured organic reaction records. The task is: describe an organic reaction: reactants, conditions, products, and yield The reactants are N[C@@H](CC(C)C)C(=O)O ((L)-leucine), CO (MeOH), CO (MeOH), O=S(Cl)Cl (SOCl2). Run at time 8 hour. The product is Cl.COC([C@@H](N)CC(C)C)=O ((L)-leucine methyl ester HCl salt). Isolated yield 86.0%. As a reaction SMILES: [NH2:1][C@H:2]([C:7]([OH:9])=[O:8])[CH2:3][CH:4]([CH3:6])[CH3:5].O=S(Cl)[Cl:12].[CH3:14]O>>[ClH:12].[CH3:14][O:8][C:7](=[O:9])[C@H:2]([CH2:3][CH:4]([CH3:6])[CH3:5])[NH2:1] |f:3.4|. Procedure: To a suspension of (L)-leucine, (315 g, 2.4 mol) in MeOH (3.2 L) at −15° C. was added SOCl2 (315 mL, 4.32 mol, 1.8 equiv.) dropwise at such a rate that the temp. of the reaction did not exceed 5° C. After the addition was complete, the reaction mixture was allowed to warm to room temp. and was stirred overnight. The resulting mixture was concentrated under reduced pressure and Et2O (3 L) was slowly added to the residue to produce a precipitate. The mixture was cooled with an ice bath, then treat... The reactants are N1C=C(C2=CC=CC=C12)/C=1/C(=O)OC(\C1\C1=CNC2=CC(=C(C=C12)OC)OC)=O (2-(1H-indol-3-yl)-3-(5,6-dimethoxy-1H-indol-3-yl)-maleic acid anhydride), C(C)(=O)[O-].[NH4+] (ammonium acetate). Run in O (water). Yields the product N1C=C(C2=CC=CC=C12)C=1C(=O)NC(C1C1=CNC2=CC(=C(C=C12)OC)OC)=O (2-(1H-indol-3-yl)-3-(5,6-dimethoxy-1H-indol-3-yl)-maleinimide). Yield: 40.1%. As a reaction SMILES: [NH:1]1[C:9]2[C:4](=[CH:5][CH:6]=[CH:7][CH:8]=2)[C:3]([C:10]2[C:11](O[C:14](=[O:29])[C:15]=2[C:16]2[C:24]3[C:19](=[CH:20][C:21]([O:27][CH3:28])=[C:22]([O:25][CH3:26])[CH:23]=3)[NH:18][CH:17]=2)=[O:12])=[CH:2]1.C([O-])(=O)C.[NH4+:34]>O>[NH:1]1[C:9]2[C:4](=[CH:5][CH:6]=[CH:7][CH:8]=2)[C:3]([C:10]2[C:11]([NH:34][C:14](=[O:29])[C:15]=2[C:16]2[C:24]3[C:19](=[CH:20][C:21]([O:27][CH3:28])=[C:22]([O:25][CH3:26])[CH:23]=3)[NH:18][CH:17]=2)=[O:12])=[CH:2]1 |f:1.2|. Procedure details: 3.0 g (7.72 mmol) 2-(1H-indol-3-yl)-3-(5,6-dimethoxy-1H-indol-3-yl)-maleic acid anhydride, together with 75 g ammonium acetate, are heated to 140° C. for 1 hour. After cooling, the reaction mixture is mixed with 1.5 l of water and the dark red precipitate is filtered off with suction. There is obtained a crude yield of 2.61 g. For purification, 1.75 g thereof is chromatographed on silica gel with dichloromethane/ethyl acetate (8:1 v/v) as elution agent. There are obtained 1.20 g 2-(1H-indol-3-yl...